This data is from the Open Reaction Database (ORD), a public repository of structured organic reaction records. The task is: describe an organic reaction: reactants, conditions, products, and yield Reactants: O=c1cc(N2CCOCC2)oc2c(Br)csc12, O=C([O-])[O-], COCCOC, [Cs+], [Cs+], OB(O)c1cccnc1. Yields the product O=c1cc(N2CCOCC2)oc2c(-c3cccnc3)csc12. As a reaction SMILES: [Br:1][c:2]1[cH:3][s:4][c:5]2[c:6]1[o:7][c:8]([N:12]1[CH2:13][CH2:14][O:15][CH2:16][CH2:17]1)[cH:9][c:10]2=[O:11].[C:27](=[O:28])([O-:29])[O-:30].[CH2:33]([CH2:34][O:35][CH3:36])[O:37][CH3:38].[Cs+:31].[Cs+:32].[n:18]1[cH:19][c:20]([B:24]([OH:25])[OH:26])[cH:21][cH:22][cH:23]1>>[c:2]1(-[c:20]2[cH:19][n:18][cH:23][cH:22][cH:21]2)[cH:3][s:4][c:5]2[c:6]1[o:7][c:8]([N:12]1[CH2:13][CH2:14][O:15][CH2:16][CH2:17]1)[cH:9][c:10]2=[O:11].